From a dataset of the Open Reaction Database (ORD), a public repository of structured organic reaction records. describe an organic reaction: reactants, conditions, products, and yield The reactants are O1CCOCC1 (dioxan), CC1=CC(=C(C(=O)OC2CCN(CC2)CC2=CC=CC=C2)C=C1)NC(C(F)(F)F)=O (1-benzyl-piperidin-4-yl 4-methyl-2-trifluoroacetamido-benzoate), [Cl-].[Na+] (sodium chloride). The solvent is N1CCCCC1 (piperidine). Reaction conditions: time 20 hour. Product: NC1=C(C(=O)OC2CCN(CC2)CC2=CC=CC=C2)C=CC(=C1)C (1-benzyl-piperidin-4-yl 2-amino-4-methyl-benzoate). Isolated yield 87.2%. As a reaction SMILES: [CH3:1][C:2]1[CH:23]=[CH:22][C:5]([C:6]([O:8][CH:9]2[CH2:14][CH2:13][N:12]([CH2:15][C:16]3[CH:21]=[CH:20][CH:19]=[CH:18][CH:17]=3)[CH2:11][CH2:10]2)=[O:7])=[C:4]([NH:24]C(=O)C(F)(F)F)[CH:3]=1.O1CCOCC1.[Cl-].[Na+]>N1CCCCC1>[NH2:24][C:4]1[CH:3]=[C:2]([CH3:1])[CH:23]=[CH:22][C:5]=1[C:6]([O:8][CH:9]1[CH2:10][CH2:11][N:12]([CH2:15][C:16]2[CH:21]=[CH:20][CH:19]=[CH:18][CH:17]=2)[CH2:13][CH2:14]1)=[O:7] |f:2.3|. Procedure details: 1.22 g (0.0029 mol) of 1-benzyl-piperidin-4-yl 4-methyl-2-trifluoroacetamido-benzoate were suspended in 60 ml of 1N aqueous piperidine in an ultrasound bath for 1/2 hr., treated with 10 ml of dioxan and subsequently stirred at room temperature for 20 hrs. Subsequently, the mixture was heated to 50° for 5 hrs. The suspension was treated with saturated aqueous sodium chloride solution and extracted with ethyl acetate. The organic phases were dried over sodium sulfate and concentrated and the resid...